This data is from the Open Reaction Database (ORD), a public repository of structured organic reaction records. The task is: describe an organic reaction: reactants, conditions, products, and yield Yield: 1.8%. Yields the product OC=1C(=C(C(=C(C1)O)C(C1=CC=C(C=C1)OC)=O)CC(=O)OC)I (methyl 3,5-dihydroxy-2-iodo-6-(4-methoxybenzoyl)phenylacetate). The reactants are C(O)([O-])=O.[Na+] (sodium hydrogencarbonate), [Se](=O)=O (selenium dioxide), C(C)(=O)O (acetic acid), C(C=C)OC=1C(=C(C(=C(C1)OCC=C)C(C1=CC=C(C=C1)OC)=O)CC(=O)OC)I (Methyl 3,5-diallyloxy-2-iodo-6-(4-methoxybenzoyl)phenylacetate). Run at temperature 75 celsius. Solvent: O1CCOCC1 (1,4-dioxane). As a reaction SMILES: C([O:4][C:5]1[C:6]([I:30])=[C:7]([CH2:25][C:26]([O:28][CH3:29])=[O:27])[C:8]([C:15](=[O:24])[C:16]2[CH:21]=[CH:20][C:19]([O:22][CH3:23])=[CH:18][CH:17]=2)=[C:9]([O:11]CC=C)[CH:10]=1)C=C.[Se](=O)=O.C(O)(=O)C.C(=O)([O-])O.[Na+]>O1CCOCC1>[OH:4][C:5]1[C:6]([I:30])=[C:7]([CH2:25][C:26]([O:28][CH3:29])=[O:27])[C:8]([C:15](=[O:24])[C:16]2[CH:17]=[CH:18][C:19]([O:22][CH3:23])=[CH:20][CH:21]=2)=[C:9]([OH:11])[CH:10]=1 |f:3.4|. Procedure details: Methyl 3,5-diallyloxy-2-iodo-6-(4-methoxybenzoyl)phenylacetate (80 mg, 0.15 mmol) obtained in Example 15, Step 2 was dissolved in 1,4-dioxane (1.0 mL), and selenium dioxide (36 mg, 0.34 mmol) and acetic acid (0.028 mL; 0.46 mmol) were added thereto, followed by stirring at 75° C. for half a day. The reaction mixture was poured into a saturated aqueous solution of sodium hydrogencarbonate, followed by extraction with chloroform. The organic layer was dried over anhydrous sodium sulfate and then c... The reactants are C(\C=C/C(=O)O)(=O)O (maleic acid), CC=1N(C(=C(C(C1C(=O)OCC)C1=C(C=CC=C1)C(F)(F)F)C(=O)OCC)C)CCN1CCOCC1 (diethyl 1,4-dihydro-2,6-dimethyl-1-[2-(4-morpholinyl)ethyl]-4-[2-(trifluoromethyl)phenyl]-3,5-pyridinedicarboxylate). Run in CC(=O)C (acetone), C1(=CC=CC=C1)C (toluene). Yields the product C(\C=C/C(=O)O)(=O)O.CC=1N(C(=C(C(C1C(=O)O)C1=C(C=CC=C1)C(F)(F)F)C(=O)O)C)CCN1CCOCC1 (1,4-dihydro-2,6-dimethyl-1-[2-(4-morpholinyl)ethyl]-4-[2-(trifluoromethyl)phenyl]-3,5-pyridinedicarboxylate maleate). Yield: 106.9%. Reaction SMILES: [C:1]([OH:8])(=[O:7])/[CH:2]=[CH:3]\[C:4]([OH:6])=[O:5].[CH3:9][C:10]1[N:11]([CH2:37][CH2:38][N:39]2[CH2:44][CH2:43][O:42][CH2:41][CH2:40]2)[C:12]([CH3:36])=[C:13]([C:31]([O:33]CC)=[O:32])[CH:14]([C:21]2[CH:26]=[CH:25][CH:24]=[CH:23][C:22]=2[C:27]([F:30])([F:29])[F:28])[C:15]=1[C:16]([O:18]CC)=[O:17]>CC(C)=O.C1(C)C=CC=CC=1>[C:1]([OH:8])(=[O:7])/[CH:2]=[CH:3]\[C:4]([OH:6])=[O:5].[CH3:36][C:12]1[N:11]([CH2:37][CH2:38][N:39]2[CH2:40][CH2:41][O:42][CH2:43][CH2:44]2)[C:10]([CH3:9])=[C:15]([C:16]([OH:18])=[O:17])[CH:14]([C:21]2[CH:26]=[CH:25][CH:24]=[CH:23][C:22]=2[C:27]([F:30])([F:28])[F:29])[C:13]=1[C:31]([OH:33])=[O:32] |f:4.5|. Procedure: A solution of 1.2 g (0.010 mol) of maleic acid in 6 ml of acetone was poured into a solution of 5.1 g (0.010 mole) of diethyl 1,4-dihydro-2,6-dimethyl-1-[2-(4-morpholinyl)ethyl]-4-[2-(trifluoromethyl)phenyl]-3,5-pyridinedicarboxylate in 30 ml of toluene. The precipitated solid was collected, washed with toluene, and dried to yield 6.1 g (97%) of 1,4-dihydro-2,6-dimethyl-1-[2-(4-morpholinyl)ethyl]-4-[2-(trifluoromethyl)phenyl]-3,5-pyridinedicarboxylate maleate. This material was partitioned betwe... The reactants are CCOC(C)=O, CC(C)CNc1nc(-c2nc(-c3c(Cl)cccc3Cl)[nH]c2-c2ccccc2)ccc1[N+](=O)[O-], [NH4+], [Na+], [Na+], [OH-], O, O=S([O-])S(=O)[O-]. The product is CC(C)CNc1nc(-c2nc(-c3c(Cl)cccc3Cl)[nH]c2-c2ccccc2)ccc1N. As a reaction SMILES: [CH3:45][CH2:46][O:47][C:48]([CH3:49])=[O:50].[Cl:11][c:12]1[c:13](-[c:19]2[nH:20][c:21](-[c:38]3[cH:39][cH:40][cH:41][cH:42][cH:43]3)[c:22](-[c:24]3[cH:25][cH:26][c:27]([N+:35]([O-:36])=[O:37])[c:28]([NH:30][CH2:31][CH:32]([CH3:33])[CH3:34])[n:29]3)[n:23]2)[c:14]([Cl:18])[cH:15][cH:16][cH:17]1.[NH4+:10].[Na+:7].[Na+:8].[OH-:9].[OH2:44].[S:1]([S:2]([O-:3])=[O:4])([O-:5])=[O:6]>>[Cl:11][c:12]1[c:13](-[c:19]2[nH:20][c:21](-[c:38]3[cH:39][cH:40][cH:41][cH:42][cH:43]3)[c:22](-[c:24]3[cH:25][cH:26][c:27]([NH2:35])[c:28]([NH:30][CH2:31][CH:32]([CH3:33])[CH3:34])[n:29]3)[n:23]2)[c:14]([Cl:18])[cH:15][cH:16][cH:17]1. The reactants are CN1C(CNCC1)=O (1-methylpiperazin-2-one), CN1C(CNCC1)=O (methylpiperazin-2-one), [BH3-]C#N.[Na+] (NaBH3CN), CN(C(C1=CC(C(=O)NC2=C(C=C(C=C2)N2CCCCC2)C2=NC=CC(=C2)C(N[C@H]2CCCC3=CC=CC=C23)=O)=CC=C1)=O)CC=O ((S)—N1-methyl-N1-(2-oxoethyl)-N3-(4-(piperidin-1-yl)-2-(4-(1,2,3,4-tetrahydronaphthalen-1-ylcarbamoyl)pyridin-2-yl)phenyl)isophthalamide). The reagents and catalysts are C(C)(=O)O (acetic acid). Solvent: C(C)O (ethanol), C(C)O (ethanol), C(C)(=O)OCC (ethyl acetate). Run at time 2 hour. Yields the product CN(C(C1=CC(C(=O)NC2=C(C=C(C=C2)N2CCCCC2)C2=NC=CC(=C2)C(N[C@H]2CCCC3=CC=CC=C23)=O)=CC=C1)=O)CCN1CC(N(CC1)C)=O ((S)—N1-methyl-N1-(2-(4-methyl-3-oxopiperazin-1-yl)ethyl)-N3-(4-(piperidin-1-yl)-2-(4-(1,2,3,4-tetrahydronaphthalen-1-ylcarbamoyl)pyridin-2-yl)phenyl)isophthalamide). Reaction SMILES: [CH3:1][N:2]1[CH2:7][CH2:6][NH:5][CH2:4][C:3]1=[O:8].[CH3:9][N:10]([CH2:53][CH:54]=O)[C:11](=[O:52])[C:12]1[CH:51]=[CH:50][CH:49]=[C:14]([C:15]([NH:17][C:18]2[CH:23]=[CH:22][C:21]([N:24]3[CH2:29][CH2:28][CH2:27][CH2:26][CH2:25]3)=[CH:20][C:19]=2[C:30]2[CH:35]=[C:34]([C:36](=[O:48])[NH:37][C@@H:38]3[C:47]4[C:42](=[CH:43][CH:44]=[CH:45][CH:46]=4)[CH2:41][CH2:40][CH2:39]3)[CH:33]=[CH:32][N:31]=2)=[O:16])[CH:13]=1.[BH3-]C#N.[Na+]>C(O)C.C(O)(=O)C.C(OCC)(=O)C>[CH3:9][N:10]([CH2:53][CH2:54][N:5]1[CH2:6][CH2:7][N:2]([CH3:1])[C:3](=[O:8])[CH2:4]1)[C:11](=[O:52])[C:12]1[CH:51]=[CH:50][CH:49]=[C:14]([C:15]([NH:17][C:18]2[CH:23]=[CH:22][C:21]([N:24]3[CH2:25][CH2:26][CH2:27][CH2:28][CH2:29]3)=[CH:20][C:19]=2[C:30]2[CH:35]=[C:34]([C:36](=[O:48])[NH:37][C@@H:38]3[C:47]4[C:42](=[CH:43][CH:44]=[CH:45][CH:46]=4)[CH2:41][CH2:40][CH2:39]3)[CH:33]=[CH:32][N:31]=2)=[O:16])[CH:13]=1 |f:2.3|. Procedure: This compound was prepared according to the procedure described for the synthesis of Example 187 using methylpiperazin-2-one in place of L-proline-tert-butyl ester. Into a 50-mL round-bottom flask, was placed a solution of (S)—N1-methyl-N1-(2-oxoethyl)-N3-(4-(piperidin-1-yl)-2-(4-(1,2,3,4-tetrahydronaphthalen-1-ylcarbamoyl)pyridin-2-yl)phenyl)isophthalamide (100 mg, 0.16 mmol, 1.00 equiv) in ethanol (2 mL). This was followed by the addition of a solution of 1-methylpiperazin-2-one (18 mg, 0.16 m... RXN SMILES: [C:1](=[O:18])([O:15][CH2:16]Cl)[O:2][C@H:3]([C:5]([O:7][CH2:8][C:9]1[CH:14]=[CH:13][CH:12]=[CH:11][CH:10]=1)=[O:6])[CH3:4].[I-:19].[Na+]>C(#N)C>[C:1](=[O:18])([O:15][CH2:16][I:19])[O:2][C@H:3]([C:5]([O:7][CH2:8][C:9]1[CH:14]=[CH:13][CH:12]=[CH:11][CH:10]=1)=[O:6])[CH3:4] |f:1.2|. Run in C(C)#N (acetonitrile). Reactants: C(O[C@@H](C)C(=O)OCC1=CC=CC=C1)(OCCl)=O ([(1S)-1-(benzyloxycarbonyl)ethyl] chloromethyl carbonate), [I-].[Na+] (sodium iodide). Conditions: temperature 60 celsius, time 2 hour. Procedure details: [(1S)-1-(benzyloxycarbonyl)ethyl] chloromethyl carbonate (2.7 g) was dissolved in acetonitrile (4 ml) and sodium iodide (6.0 g) was added. The mixture was stirred at 60° C. for 2 hours under an argon atmosphere. After the reaction mixture was concentrated under reduced pressure, diethyl ether (100 ml) and water (100 ml) were added to the residue. The diethyl ether layer was separated and washed with an aqueous 5% sodium thiosulfate solution (80 ml), water (80 ml), and a saturated sodium chloride... Isolated yield 91.5%. Yields the product C(O[C@@H](C)C(=O)OCC1=CC=CC=C1)(OCI)=O ([(1S)-1-(benzyloxycarbonyl)ethyl] iodomethyl carbonate). The reactants are CC(=O)c1cc(Br)ccc1O, CO, O=CCC1CCCO1. The product is O=C1CC(CC2CCCO2)Oc2ccc(Br)cc21. As a reaction SMILES: [C:1]([CH3:2])(=[O:3])[c:4]1[c:5]([OH:11])[cH:6][cH:7][c:8]([Br:10])[cH:9]1.[CH3:20][OH:21].[O:12]1[CH:13]([CH2:17][CH:18]=[O:19])[CH2:14][CH2:15][CH2:16]1>>[C:1]1(=[O:3])[CH2:2][CH:18]([CH2:17][CH:13]2[O:12][CH2:16][CH2:15][CH2:14]2)[O:11][c:5]2[c:4]1[cH:9][c:8]([Br:10])[cH:7][cH:6]2. The reactants are FC=1C=CC(=C(C1)N[C@@H](CSC)C(=O)O)[N+](=O)[O-] (N-(5-Fluoro-2-nitrophenyl)-S-methyl-L-cysteine), C[O-].[Na+] (sodium methoxide). Solvent: CO (methanol). The product is COC=1C=CC(=C(C1)N[C@@H](CSC)C(=O)O)[N+](=O)[O-] (N-(5-Methoxy-2-nitrophenyl)-S-methyl-L-cysteine). Reaction SMILES: F[C:2]1[CH:3]=[CH:4][C:5]([N+:16]([O-:18])=[O:17])=[C:6]([NH:8][C@H:9]([C:13]([OH:15])=[O:14])[CH2:10][S:11][CH3:12])[CH:7]=1.[CH3:19][O-:20].[Na+]>CO>[CH3:19][O:20][C:2]1[CH:3]=[CH:4][C:5]([N+:16]([O-:18])=[O:17])=[C:6]([NH:8][C@H:9]([C:13]([OH:15])=[O:14])[CH2:10][S:11][CH3:12])[CH:7]=1 |f:1.2|. Procedure details: 27 g of N-(5-fluoro-2-nitrophenyl)-S-methyl-L-cysteine (0.1 mol) from Example 1 are dissolved in 150 ml of absolute methanol in a four-necked flask, and 14.4 g of 95% sodium methoxide (0.25 mmol) are added in portions, within the space of 20 minutes and under argon, to this solution while stirring well and while cooling by means of an ice bath. The mixture is then heated to reflux for 2 hours while stirring. TLC monitoring then indicates that the reaction is complete. RXN SMILES: C([N:4]1[CH2:9][CH2:8][CH:7]([C:10](=[O:19])[C:11]2[CH:16]=[CH:15][C:14]([F:17])=[CH:13][C:12]=2[OH:18])[CH2:6][CH2:5]1)(=O)C.[ClH:20]>>[ClH:20].[F:17][C:14]1[CH:15]=[CH:16][C:11]([C:10]([CH:7]2[CH2:6][CH2:5][NH:4][CH2:9][CH2:8]2)=[O:19])=[C:12]([OH:18])[CH:13]=1 |f:2.3|. The product is 29, Cl.FC1=CC(=C(C=C1)C(=O)C1CCNCC1)O ((4-fluoro-2-hydroxyphenyl)(4-piperidinyl)methanone hydrochloride). The reactants are 40, C(C)(=O)N1CCC(CC1)C(C1=C(C=C(C=C1)F)O)=O (1-acetyl-4-(4-fluoro-2-hydroxybenzoyl)piperidine), Cl (hydrochloric acid). Isolated yield 87.0%. Reported procedure: A mixture of 40 parts of 1-acetyl-4-(4-fluoro-2-hydroxybenzoyl)piperidine and 150 parts of a hydrochloric acid solution 6N is stirred and refluxed for 3 hours. The reaction mixture is cooled. The precipitated product is filtered off, washed with 2-propanone and dried, yielding 29 parts (87%) of (4-fluoro-2-hydroxyphenyl)(4-piperidinyl)methanone hydrochloride; mp. +300° C.